From a dataset of the Open Reaction Database (ORD), a public repository of structured organic reaction records. describe an organic reaction: reactants, conditions, products, and yield The product is O=C(OC1CCCO1)c1cc(Oc2ccc(C(F)(F)F)cc2Cl)ccc1[N+](=O)[O-]. Reaction SMILES: [CH2:41]([Cl:42])[Cl:43].[N+:6](=[O:7])([O-:8])[c:9]1[c:10]([C:11](=[O:12])[OH:13])[cH:14][c:15]([O:18][c:19]2[c:20]([Cl:29])[cH:21][c:22]([C:25]([F:26])([F:27])[F:28])[cH:23][cH:24]2)[cH:16][cH:17]1.[O:1]1[CH2:2][CH2:3][CH:4]=[CH:5]1.[c:30]1([CH3:31])[cH:32][cH:33][c:34]([S:35]([OH:36])(=[O:37])=[O:38])[cH:39][cH:40]1>>[O:1]1[CH2:2][CH2:3][CH2:4][CH:5]1[O:13][C:11]([c:10]1[c:9]([N+:6](=[O:7])[O-:8])[cH:17][cH:16][c:15]([O:18][c:19]2[c:20]([Cl:29])[cH:21][c:22]([C:25]([F:26])([F:27])[F:28])[cH:23][cH:24]2)[cH:14]1)=[O:12]. The reactants are ClCCl, O=C(O)c1cc(Oc2ccc(C(F)(F)F)cc2Cl)ccc1[N+](=O)[O-], C1=COCC1, Cc1ccc(S(=O)(=O)O)cc1. The reactants are O=[N+]([O-])c1ccc(N2CCC(c3cc(Cl)cc(Cl)c3)(C(F)(F)F)C2)cc1Br, O=C([O-])O, C1COCCO1, CCOC(C)=O, CCO, [Cl-], Cl, [Na+], O, O, O. Yields the product Nc1ccc(N2CCC(c3cc(Cl)cc(Cl)c3)(C(F)(F)F)C2)cc1Br. Reaction SMILES: [Br:1][c:2]1[cH:3][c:4]([N:11]2[CH2:12][C:13]([C:16]([F:17])([F:18])[F:19])([c:20]3[cH:21][c:22]([Cl:27])[cH:23][c:24]([Cl:26])[cH:25]3)[CH2:14][CH2:15]2)[cH:5][cH:6][c:7]1[N+:8]([O-:9])=[O:10].[C:32](=[O:33])([O-:34])[OH:35].[CH2:47]1[O:48][CH2:49][CH2:50][O:51][CH2:52]1.[CH3:38][CH2:39][O:40][C:41](=[O:42])[CH3:43].[CH3:44][CH2:45][OH:46].[Cl-:30].[ClH:31].[Na+:36].[OH2:28].[OH2:29].[OH2:37]>>[Br:1][c:2]1[cH:3][c:4]([N:11]2[CH2:12][C:13]([C:16]([F:17])([F:18])[F:19])([c:20]3[cH:21][c:22]([Cl:27])[cH:23][c:24]([Cl:26])[cH:25]3)[CH2:14][CH2:15]2)[cH:5][cH:6][c:7]1[NH2:8]. Yields the product CCNC(=O)Nc1nc(C)c(-c2ccc(S(C)(=O)=O)cc2)s1. Starting materials: CCN=C=O, CN(C)C=O, Cc1nc(N)sc1-c1ccc(S(C)(=O)=O)cc1. RXN SMILES: [CH2:1]([CH3:2])[N:3]=[C:4]=[O:5].[CH3:23][N:24]([CH3:25])[CH:26]=[O:27].[CH3:6][S:7](=[O:8])(=[O:9])[c:10]1[cH:11][cH:12][c:13](-[c:16]2[c:17]([CH3:22])[n:18][c:19]([NH2:21])[s:20]2)[cH:14][cH:15]1>>[CH2:1]([CH3:2])[NH:3][C:4](=[O:5])[NH:21][c:19]1[n:18][c:17]([CH3:22])[c:16](-[c:13]2[cH:12][cH:11][c:10]([S:7]([CH3:6])(=[O:8])=[O:9])[cH:15][cH:14]2)[s:20]1. Starting materials: CCCCCCCCCCCCCCCCCCC(C)c1cc(O)c2c(c1)OC(C)(C)c1ccncc1-2, CC(=O)OC(C)=O, c1ccncc1. Product: CCCCCCCCCCCCCCCCCCC(C)c1cc(OC(C)=O)c2c(c1)OC(C)(C)c1ccncc1-2. RXN SMILES: [CH3:1][C:2]1([CH3:37])[O:3][c:4]2[c:5]([c:6]([OH:30])[cH:7][c:8]([CH:10]([CH3:11])[CH2:12][CH2:13][CH2:14][CH2:15][CH2:16][CH2:17][CH2:18][CH2:19][CH2:20][CH2:21][CH2:22][CH2:23][CH2:24][CH2:25][CH2:26][CH2:27][CH2:28][CH3:29])[cH:9]2)-[c:31]2[c:32]1[cH:33][cH:34][n:35][cH:36]2.[CH3:38][C:39](=[O:40])[O:41][C:42](=[O:43])[CH3:44].[cH:45]1[cH:46][cH:47][n:48][cH:49][cH:50]1>>[CH3:1][C:2]1([CH3:37])[O:3][c:4]2[c:5]([c:6]([O:30][C:39]([CH3:38])=[O:40])[cH:7][c:8]([CH:10]([CH3:11])[CH2:12][CH2:13][CH2:14][CH2:15][CH2:16][CH2:17][CH2:18][CH2:19][CH2:20][CH2:21][CH2:22][CH2:23][CH2:24][CH2:25][CH2:26][CH2:27][CH2:28][CH3:29])[cH:9]2)-[c:31]2[c:32]1[cH:33][cH:34][n:35][cH:36]2. Reactants: C(#N)CC(=O)OCC (Ethyl cyanoacetate), C(C1=CC=CC=C1)Br (benzyl bromide), 1,8-diazabicyclo[5.4.0]undecene-7. The product is C(C1=CC=CC=C1)C(C(=O)OCC)(CC1=CC=CC=C1)C#N (ethyl 2-benzyl-2-cyano-3-phenylpropionate). The yield is 80.0%. As a reaction SMILES: [C:1]([CH2:3][C:4]([O:6][CH2:7][CH3:8])=[O:5])#[N:2].[CH2:9](Br)[C:10]1[CH:15]=[CH:14][CH:13]=[CH:12][CH:11]=1>>[CH2:9]([C:3]([C:1]#[N:2])([CH2:9][C:10]1[CH:15]=[CH:14][CH:13]=[CH:12][CH:11]=1)[C:4]([O:6][CH2:7][CH3:8])=[O:5])[C:10]1[CH:15]=[CH:14][CH:13]=[CH:12][CH:11]=1. Procedure details: Ethyl cyanoacetate (15.0 g, 0.133 mol) was dialkylated with benzyl bromide employing 1,8-diazabicyclo[5.4.0]undecene-7 as described by: Ono, N.; Yoshimura, T.; Tanikaga, R.; Kaji, A. Chem. Lett. 1977, 871-872. The obtained ethyl 2-benzyl-2-cyano-3-phenylpropionate (80% yield) was identical with the material described in Example 88. The ester was saponified to the corresponding carboxylic acid as previously described in Example 88. The title peptide was prepared under standard solid phase peptide... Starting materials: CCn1c(S)nnc1C(C)NC(=O)OC(C)(C)C, CC(C)NC(C)C, CI, C1CCOC1. Yields the product CCn1c(SC)nnc1C(C)NC(=O)OC(C)(C)C. Reaction SMILES: [C:10]([CH3:11])([CH3:12])([CH3:13])[O:14][C:15]([NH:16][CH:17]([CH3:18])[c:19]1[n:20][n:21][c:22]([SH:26])[n:23]1[CH2:24][CH3:25])=[O:27].[CH:1]([NH:2][CH:3]([CH3:4])[CH3:5])([CH3:6])[CH3:7].[I:8][CH3:9].[O:28]1[CH2:29][CH2:30][CH2:31][CH2:32]1>>[CH3:1][S:26][c:22]1[n:21][n:20][c:19]([CH:17]([NH:16][C:15]([O:14][C:10]([CH3:11])([CH3:12])[CH3:13])=[O:27])[CH3:18])[n:23]1[CH2:24][CH3:25]. Reactants: CC1=C(C)CC(O)C1, Cc1ccccc1, Cc1cc(C(C)(C)C)c(O)c(C(C)(C)C)c1, CC1(C)C(C=C(Cl)C(F)(F)F)C1C(=O)Cl, c1ccncc1. Yields the product CC1=C(C)CC(OC(=O)C2C(C=C(Cl)C(F)(F)F)C2(C)C)C1. Reaction SMILES: [CH3:1][C:2]1=[C:6]([CH3:7])[CH2:5][CH:4]([OH:8])[CH2:3]1.[CH3:46][c:47]1[cH:48][cH:49][cH:50][cH:51][cH:52]1.[CH3:9][c:10]1[cH:11][c:12]([C:13]([CH3:14])([CH3:15])[CH3:16])[c:17]([OH:18])[c:19]([C:20]([CH3:21])([CH3:22])[CH3:23])[cH:24]1.[Cl:31][C:32](=[CH:33][CH:34]1[C:35]([CH3:40])([CH3:41])[CH:36]1[C:37](=[O:38])[Cl:39])[C:42]([F:43])([F:44])[F:45].[cH:25]1[cH:26][cH:27][n:28][cH:29][cH:30]1>>[CH3:1][C:2]1=[C:6]([CH3:7])[CH2:5][CH:4]([O:8][C:37]([CH:36]2[CH:34]([CH:33]=[C:32]([Cl:31])[C:42]([F:43])([F:44])[F:45])[C:35]2([CH3:40])[CH3:41])=[O:38])[CH2:3]1. Starting materials: O (H2O), C(F)(F)(F)[Si](C)(C)C (CF3TMS), CCCC[N+](CCCC)(CCCC)CCCC.[F-] (TBAF). The solvent is C(=O)(O)[O-].[Na+] (NaHCO3), C1CCOC1 (THF), C1CCOC1 (THF), C1CCOC1 (THF). Reaction conditions: temperature 0 celsius, time 30 minute. The product is [Si](C)(C)(C)O[Si](C)(C)C (bis-TMS ether). RXN SMILES: C([Si:5]([CH3:8])([CH3:7])[CH3:6])(F)(F)F.CCCC[N+](CCCC)(CCCC)CCCC.[F-].[OH2:27]>C1COCC1.C([O-])(O)=O.[Na+]>[Si:5]([O:27][Si:5]([CH3:8])([CH3:7])[CH3:6])([CH3:8])([CH3:7])[CH3:6] |f:1.2,5.6|. Procedure: This material was dissolved in THF (0.1 mL), cooled to at 0° C. and treated with 0.5 M CF3TMS in THF (30 μL, 15 mmol) followed by 0.05 M TBAF in THF (5 mL, 0.025 mmol). After stirring for 30 min, the reaction mixture was diluted with saturated aqueous NaHCO3 (2 mL) and H2O (1 mL), extracted with EtOAc (6×), dried over Na2SO4, filtered and concentrated to give the crude bis-TMS ether. Reactants: CN(C=C(C(=O)C1=C(OC=C1)C)C1=CC(=NC=C1)C)C (3-(dimethylamino)-1-(2-methyl-3-f uranyl)-2-(2-methyl-4-pyridinyl)-2-propen-1-one), Cl.CC1CN(CC(O1)C)C(N)=N (2,6-dimethyl-4-morpholinecarboximidamide hydrochloride), CC(C)([O-])C.[K+] (Potassium tert-butoxide). Run in C(C)O (ethanol). Product: C[C@@H]1CN(C[C@@H](O1)C)C1=NC=C(C(=N1)C1=C(OC=C1)C)C1=CC(=NC=C1)C (cis-2,6-dimethyl-4-[4-(2-methyl-3-furanyl)-5-(2-methyl-4-pyridinyl)-2-pyrimidinyl]morpholine). The yield is 11.0%. Reaction SMILES: CN(C)[CH:3]=[C:4]([C:13]1[CH:18]=[CH:17][N:16]=[C:15]([CH3:19])[CH:14]=1)[C:5]([C:7]1[CH:11]=[CH:10][O:9][C:8]=1[CH3:12])=O.Cl.[CH3:22][CH:23]1[O:28][CH:27]([CH3:29])[CH2:26][N:25]([C:30](=[NH:32])[NH2:31])[CH2:24]1.CC(C)([O-])C.[K+]>C(O)C>[CH3:29][C@H:27]1[O:28][C@@H:23]([CH3:22])[CH2:24][N:25]([C:30]2[N:31]=[C:5]([C:7]3[CH:11]=[CH:10][O:9][C:8]=3[CH3:12])[C:4]([C:13]3[CH:18]=[CH:17][N:16]=[C:15]([CH3:19])[CH:14]=3)=[CH:3][N:32]=2)[CH2:26]1 |f:1.2,3.4|. Procedure: A mixture of 3-(dimethylamino)-1-(2-methyl-3-f uranyl)-2-(2-methyl-4-pyridinyl)-2-propen-1-one (1352 mg, 5 mmol) and 2,6-dimethyl-4-morpholinecarboximidamide hydrochloride (1453 mg, 7.50 mmol) (ca. 2.3:1 mixture of cis:trans isomers) in ethanol (10 ml) was stirred at room temperature. Potassium tert-butoxide (1122 mg, 10.00 mmol) was added and the mixture was heated at reflux for 3 hours. After cooling to room temperature the solvent was evaporated and the residue was diluted with water and extr...